This data is from the Open Reaction Database (ORD), a public repository of structured organic reaction records. The task is: describe an organic reaction: reactants, conditions, products, and yield The reactants are C1CCNCC1, CC(=O)O, O=Cc1cc(O)c(O)c([N+](=O)[O-])c1, O=C1CSC(=O)N1. The product is O=C1NC(=O)C(=Cc2cc(O)c(O)c([N+](=O)[O-])c2)S1. As a reaction SMILES: [CH2:21]1[CH2:22][CH2:23][NH:24][CH2:25][CH2:26]1.[CH3:27][C:28](=[O:29])[OH:30].[OH:8][c:9]1[cH:10][c:11]([CH:12]=[O:13])[cH:14][c:15]([N+:18](=[O:19])[O-:20])[c:16]1[OH:17].[S:1]1[C:2](=[O:7])[NH:3][C:4](=[O:6])[CH2:5]1>>[S:1]1[C:2](=[O:7])[NH:3][C:4](=[O:6])[C:5]1=[CH:12][c:11]1[cH:10][c:9]([OH:8])[c:16]([OH:17])[c:15]([N+:18](=[O:19])[O-:20])[cH:14]1. The reactants are CN1C(=NC2=C1C=CC=C2OC)C (1,2-dimethyl-4-methoxy-1H-benzimidazole), B(Br)(Br)Br.ClCCl (boron tribromide dichloromethane), C([O-])(O)=O.[Na+] (sodium bicarbonate). Run in ClCCl (dichloromethane). Run at time 30 minute. Yields the product OC1=CC=CC=2N(C(=NC21)C)C (4-hydroxy-1,2-dimethyl-1H-benzimidazole). Isolated yield 57.6%. RXN SMILES: [CH3:1][N:2]1[C:6]2[CH:7]=[CH:8][CH:9]=[C:10]([O:11]C)[C:5]=2[N:4]=[C:3]1[CH3:13].B(Br)(Br)Br.ClCCl.C(=O)(O)[O-].[Na+]>ClCCl>[OH:11][C:10]1[C:5]2[N:4]=[C:3]([CH3:13])[N:2]([CH3:1])[C:6]=2[CH:7]=[CH:8][CH:9]=1 |f:1.2,3.4|. Procedure details: To a solution of 1,2-dimethyl-4-methoxy-1H-benzimidazole (560 mg) in dichloromethane (2 ml) was added 1M boron tribromide-dichloromethane solution (6.36 ml) under ice-cooling, and the mixture was stirred for 30 minutes at the same temperature and then for 2 hours at ambient temperature, and refluxed for 14 hours. After cooling, the solution was adjusted to pH 7 with saturated sodium bicarbonate solution, and extracted with dichloromethane twice. The organic layers were combined, washed with brin...